Task: describe an organic reaction: reactants, conditions, products, and yield. Dataset: the Open Reaction Database (ORD), a public repository of structured organic reaction records Reactants: O, O=[N+]([O-])O, O=S(=O)(O)O, O=C1CCCCc2ccccc21. Product: O=C1CCCCc2c1cccc2[N+](=O)[O-]. RXN SMILES: [OH2:22].[OH:18][N+:19]([O-:20])=[O:21].[S:13](=[O:14])(=[O:15])([OH:16])[OH:17].[cH:1]1[cH:2][cH:3][cH:4][c:5]2[c:6]1[CH2:7][CH2:8][CH2:9][CH2:10][C:11]2=[O:12]>>[c:1]1([N+:19](=[O:18])[O-:20])[cH:2][cH:3][cH:4][c:5]2[c:6]1[CH2:7][CH2:8][CH2:9][CH2:10][C:11]2=[O:12]. Starting materials: C(C)(=O)C(C(C(C)=O)C(C)=O)C(C)=O (1,1,2,2-tetraacetylethane), C(C)OC1=CC(=C(C=C1)N)F (4-ethoxy-2-fluoro-phenyl amine), NN (hydrazine). The product is C(C)OC1=CC(=C(C=C1)N1C(=C2C(=NN=C(C2=C1C)C)C)C)F (6-(4-ethoxy-2-fluoro-phenyl)-1,4,5,7-tetramethyl-6H-pyrrolo[3,4-d]pyridazine). As a reaction SMILES: [C:1]([CH:4]([C:12](=O)[CH3:13])[CH:5]([C:9](=O)[CH3:10])[C:6](=O)[CH3:7])(=O)[CH3:2].[CH2:15]([O:17][C:18]1[CH:23]=[CH:22][C:21]([NH2:24])=[C:20]([F:25])[CH:19]=1)[CH3:16].[NH2:26][NH2:27]>>[CH2:15]([O:17][C:18]1[CH:23]=[CH:22][C:21]([N:24]2[C:1]([CH3:2])=[C:4]3[C:5]([C:9]([CH3:10])=[N:26][N:27]=[C:12]3[CH3:13])=[C:6]2[CH3:7])=[C:20]([F:25])[CH:19]=1)[CH3:16]. Procedure details: Utilizing the general procedure outlined in Example 48, 1,1,2,2-tetraacetylethane (200 mg, 1.0 mol), 4-ethoxy-2-fluoro-phenyl amine (155 mg, 1.0 mmol) and hydrazine (50 μL) reacted to give 6-(4-ethoxy-2-fluoro-phenyl)-1,4,5,7-tetramethyl-6H-pyrrolo[3,4-d]pyridazine as yellow solid: 1H NMR (CDCl3, 500 MHz) δ 7.13 (t, 1H), 6.88 (m, 2H), 4.16 (q, 2H), 2.82 (s, 6H), 2.46 (s, 6H), 1.53 (t, 3H); MS (ESI) 314 (M+H)+. Reactants: CC(C(=O)O)(CC=C)C (2,2-dimethyl4-pentenoic acid), CC(C)([O-])C.[K+] (potassium tert-butoxide), COC1=CC=C(CCl)C=C1 (4-Methoxybenzyl chloride). Solvent: CN(C)C=O (DMF). Reaction conditions: temperature 60 celsius, time 1 hour. Yields the product CC(C(=O)OCC1=CC=C(C=C1)OC)(CC=C)C (4-methoxybenzyl 2,2-dimethyl-4-pentenoate). The yield is 95.8%. Reaction SMILES: [CH3:1][C:2]([CH3:9])([CH2:6][CH:7]=[CH2:8])[C:3]([OH:5])=[O:4].CC(C)([O-])C.[K+].[CH3:16][O:17][C:18]1[CH:25]=[CH:24][C:21]([CH2:22]Cl)=[CH:20][CH:19]=1>CN(C=O)C>[CH3:1][C:2]([CH3:9])([CH2:6][CH:7]=[CH2:8])[C:3]([O:5][CH2:22][C:21]1[CH:24]=[CH:25][C:18]([O:17][CH3:16])=[CH:19][CH:20]=1)=[O:4] |f:1.2|. Reported procedure: To a solution of 2,2-dimethyl4-pentenoic acid (11.5 g, 90 mmol) in DMF (250 mL) at room temperature, was added potassium tert-butoxide (11.1 g, 99 mmol). The reaction mixture was stirred at 60° C. for 1 h. 4-Methoxybenzyl chloride (16.9 g, 108 mmol) was added and the reaction mixture was stirred at 60° C. for 4 h. The DMF was evaporated under vacuum, the residue was dissolved in ether (500 mL) and washed with water (3×200 mL). The organic phase was dried with Na2SO4 and evaporated to give 21.4 g... Reactants: C1CCOC1, CC(C)[N-]C(C)C, CC(C)NC(C)C, COCCOCc1csc2c(=O)c(C(=O)NCc3ccc(Cl)cc3)cn(C)c12, [Li+], CN(C)C=O. The product is COCCOCc1c(C=O)sc2c(=O)c(C(=O)NCc3ccc(Cl)cc3)cn(C)c12. Reaction SMILES: [CH2:49]1[O:50][CH2:51][CH2:52][CH2:53]1.[CH3:30][CH:31]([N-:32][CH:33]([CH3:34])[CH3:35])[CH3:36].[CH:37]([NH:38][CH:39]([CH3:40])[CH3:41])([CH3:42])[CH3:43].[Cl:1][c:2]1[cH:3][cH:4][c:5]([CH2:6][NH:7][C:8](=[O:9])[c:10]2[c:11](=[O:26])[c:12]3[c:13]([n:14]([CH3:16])[cH:15]2)[c:17]([CH2:20][O:21][CH2:22][CH2:23][O:24][CH3:25])[cH:18][s:19]3)[cH:27][cH:28]1.[Li+:29].[O:44]=[CH:45][N:46]([CH3:47])[CH3:48]>>[Cl:1][c:2]1[cH:3][cH:4][c:5]([CH2:6][NH:7][C:8](=[O:9])[c:10]2[c:11](=[O:26])[c:12]3[c:13]([n:14]([CH3:16])[cH:15]2)[c:17]([CH2:20][O:21][CH2:22][CH2:23][O:24][CH3:25])[c:18]([CH:45]=[O:44])[s:19]3)[cH:27][cH:28]1. Starting materials: O (Water), NC1CN(CCC1)C(=O)OC(C)(C)C (tert-butyl 3-aminopiperidine-1-carboxylate), N1=CC=CC=C1 (pyridine), ClC(=O)OCC(Cl)(Cl)Cl (2,2,2-trichloroethyl chloroformate). Run in O1CCCC1 (tetrahydrofuran). The product is ClC(COC(=O)NC1CN(CCC1)C(=O)OC(C)(C)C)(Cl)Cl (tert-Butyl 3-{[(2,2,2-trichloroethoxy)carbonyl]amino}piperidine-1-carboxylate). Isolated yield 46.2%. RXN SMILES: [NH2:1][CH:2]1[CH2:7][CH2:6][CH2:5][N:4]([C:8]([O:10][C:11]([CH3:14])([CH3:13])[CH3:12])=[O:9])[CH2:3]1.N1C=CC=CC=1.Cl[C:22]([O:24][CH2:25][C:26]([Cl:29])([Cl:28])[Cl:27])=[O:23].O>O1CCCC1>[Cl:27][C:26]([Cl:29])([Cl:28])[CH2:25][O:24][C:22]([NH:1][CH:2]1[CH2:7][CH2:6][CH2:5][N:4]([C:8]([O:10][C:11]([CH3:14])([CH3:13])[CH3:12])=[O:9])[CH2:3]1)=[O:23]. Reported procedure: To a solution of tert-butyl 3-aminopiperidine-1-carboxylate (1.00 g, 4.99 mmol) and pyridine (489 ml, 5.99 mmol) in tetrahydrofuran (16 ml) was added, under ice-cooling, 2,2,2-trichloroethyl chloroformate (0.829 ml, 5.99 mmol), and the mixture was stirred at room temperature for 1 hour. Water was poured to the reaction mixture, and the resulting solution was extracted with ethyl acetate. The extract was introduced to water and dried over anhydrous magnesium sulfate. The solvent was distilled off... The product is 55.9, BrC=1C=C2C(CCN(C2=CC1)C(=O)Cl)=O (6-bromo-4-oxo-1-chloroformyl-1,2,3,4-tetrahydroquinoline). Conditions: time 2.5 hour. The solvent is O1CCOCC1 (dioxane). Reported procedure: 45.2 Parts of 6-bromo-4-oxo-1,2,3,4-tetrahydroquinoline and 200 parts of dioxane were mixed, and 39.4 parts of phosgene was introduced to the stirred mixture while the temperature was maintained at 20°-25° C. over about 30 minutes. After the introduction, the reaction was effected at 40°-45° C. for 2.5 hours, and thereafter the mixture was treated as in Example 37 (a) to obtain 55.9 parts of 6-bromo-4-oxo-1-chloroformyl-1,2,3,4-tetrahydroquinoline. The reactants are BrC=1C=C2C(CCNC2=CC1)=O (6-bromo-4-oxo-1,2,3,4-tetrahydroquinoline), Example 37 ( a ), C(=O)(Cl)Cl (phosgene). As a reaction SMILES: [Br:1][C:2]1[CH:3]=[C:4]2[C:9](=[CH:10][CH:11]=1)[NH:8][CH2:7][CH2:6][C:5]2=[O:12].[C:13](Cl)([Cl:15])=[O:14]>O1CCOCC1>[Br:1][C:2]1[CH:3]=[C:4]2[C:9](=[CH:10][CH:11]=1)[N:8]([C:13]([Cl:15])=[O:14])[CH2:7][CH2:6][C:5]2=[O:12].